describe an organic reaction: reactants, conditions, products, and yield From a dataset of the Open Reaction Database (ORD), a public repository of structured organic reaction records. Reactants: ClC1=C(C=C(O[C@H](C(=O)OC)C)C=C1)CN1C(=C(C2=CC(=CC=C12)C(N[C@@H](C)C1=CC(=CC=C1)C(C)C)=O)C)C ((S)-methyl 2-(4-chloro-3-((5-(((S)-1-(3-isopropylphenyl)ethyl)carbamoyl)-2,3-dimethyl-1H-indol-1-yl)methyl)phenoxy)propanoate), O (water), [OH-].[Na+] (NaOH). Solvent: CO (methanol), CS(=O)C (DMSO). Product: ClC1=C(C=C(O[C@H](C(=O)O)C)C=C1)CN1C(=C(C2=CC(=CC=C12)C(N[C@@H](C)C1=CC(=CC=C1)C(C)C)=O)C)C ((S)-2-(4-Chloro-3-((5-(((S)-1-(3-isopropylphenyl)ethyl)carbamoyl)-2,3-dimethyl-1H-indol-1-yl)methyl)phenoxy)propanoic acid). RXN SMILES: [Cl:1][C:2]1[CH:14]=[CH:13][C:5]([O:6][C@@H:7]([CH3:12])[C:8]([O:10]C)=[O:9])=[CH:4][C:3]=1[CH2:15][N:16]1[C:24]2[C:19](=[CH:20][C:21]([C:25](=[O:38])[NH:26][C@H:27]([C:29]3[CH:34]=[CH:33][CH:32]=[C:31]([CH:35]([CH3:37])[CH3:36])[CH:30]=3)[CH3:28])=[CH:22][CH:23]=2)[C:18]([CH3:39])=[C:17]1[CH3:40].O.[OH-].[Na+]>CO.CS(C)=O>[Cl:1][C:2]1[CH:14]=[CH:13][C:5]([O:6][C@@H:7]([CH3:12])[C:8]([OH:10])=[O:9])=[CH:4][C:3]=1[CH2:15][N:16]1[C:24]2[C:19](=[CH:20][C:21]([C:25](=[O:38])[NH:26][C@H:27]([C:29]3[CH:34]=[CH:33][CH:32]=[C:31]([CH:35]([CH3:36])[CH3:37])[CH:30]=3)[CH3:28])=[CH:22][CH:23]=2)[C:18]([CH3:39])=[C:17]1[CH3:40] |f:2.3|. Procedure: The (S)-methyl 2-(4-chloro-3-((5-(((S)-1-(3-isopropylphenyl)ethyl)carbamoyl)-2,3-dimethyl-1H-indol-1-yl)methyl)phenoxy)propanoate was dissolved in methanol (1.5 mL) and DMSO (˜1 mL), water (0.1 mL) and NaOH (2 N, 0.1 mL) were added dropwise. The reaction was monitored by LC/MS. It was stirred until all the starting material was consumed (˜3 h). It was acidified with trifluoroacetic acid, filtered and purified by preparative HPLC to yield the title compound. ESI-MS (m/z): 547.1 [M+H]+. Reactants: S(=O)(Cl)Cl (Thionyl chloride), NC=1C(=NC(=CN1)N1CCN(CC1)S(=O)(=O)CC)C(=O)O (3-amino-6-(4-ethylsulfonylpiperazin-1-yl)pyrazine-2-carboxylic acid). Solvent: C(Cl)(Cl)Cl (chloroform), CN(C)C=O (DMF). The product is NC=1C(=NC(=CN1)N1CCN(CC1)S(=O)(=O)CC)C(=O)Cl (3-amino-6-(4-(ethylsulfonyl)piperazin-1-yl)pyrazine-2-carbonyl chloride). Reaction SMILES: S(Cl)([Cl:3])=O.[NH2:5][C:6]1[C:7]([C:23]([OH:25])=O)=[N:8][C:9]([N:12]2[CH2:17][CH2:16][N:15]([S:18]([CH2:21][CH3:22])(=[O:20])=[O:19])[CH2:14][CH2:13]2)=[CH:10][N:11]=1>C(Cl)(Cl)Cl.CN(C=O)C>[NH2:5][C:6]1[C:7]([C:23]([Cl:3])=[O:25])=[N:8][C:9]([N:12]2[CH2:17][CH2:16][N:15]([S:18]([CH2:21][CH3:22])(=[O:20])=[O:19])[CH2:14][CH2:13]2)=[CH:10][N:11]=1. Procedure details: Thionyl chloride (1.887 g, 1.157 mL, 15.86 mmol) was added to a solution of 3-amino-6-(4-ethylsulfonylpiperazin-1-yl)pyrazine-2-carboxylic acid (1.25 g, 3.964 mmol) in chloroform (50 mL) and DMF (1 mL) and the resulting dark solution heated under reflux for 1 hour. The reaction mixture was allowed to cool to RT, concentrated in vacuo and taken through crude to the next stage. Starting materials: C(C)(C)(C)C=1C=C2C=NN(C(C2=C(C1)F)=O)C1=C(C=O)C(=CC=N1)C1=CN(C(C(=C1)NC1=NN2C(CN(CC2)C)=C1)=O)C (2-(6-tert-Butyl-8-fluoro-1-oxophthalazin-2(1H)-yl)-4-(1-methyl-5-(5-methyl-4,5,6,7-tetrahydropyrazolo[1,5-a]pyrazin-2-ylamino)-6-oxo-1,6-dihydropyridin-3-yl)nicotinaldehyde), [BH4-].[Na+] (NaBH4). Solvent: CO.ClCCl (methanol dichloromethane). Conditions: time 1 hour. Product: C(C)(C)(C)C=1C=C2C=NN(C(C2=C(C1)F)=O)C1=NC=CC(=C1CO)C1=CN(C(C(=C1)NC1=NN2C(CN(CC2)C)=C1)=O)C (6-tert-butyl-8-fluoro-2-[3-(hydroxymethyl)-4-[1-methyl-5-[(5-methyl-6,7-dihydro-4H-pyrazolo[1,5-a]pyrazin-2-yl)amino]-6-oxo-3-pyridyl]-2-pyridyl]phthalazin-1-one). Yield: 60.2%. RXN SMILES: [C:1]([C:5]1[CH:6]=[C:7]2[C:12](=[C:13]([F:15])[CH:14]=1)[C:11](=[O:16])[N:10]([C:17]1[N:24]=[CH:23][CH:22]=[C:21]([C:25]3[CH:30]=[C:29]([NH:31][C:32]4[CH:41]=[C:35]5[CH2:36][N:37]([CH3:40])[CH2:38][CH2:39][N:34]5[N:33]=4)[C:28](=[O:42])[N:27]([CH3:43])[CH:26]=3)[C:18]=1[CH:19]=[O:20])[N:9]=[CH:8]2)([CH3:4])([CH3:3])[CH3:2].[BH4-].[Na+]>CO.ClCCl>[C:1]([C:5]1[CH:6]=[C:7]2[C:12](=[C:13]([F:15])[CH:14]=1)[C:11](=[O:16])[N:10]([C:17]1[C:18]([CH2:19][OH:20])=[C:21]([C:25]3[CH:30]=[C:29]([NH:31][C:32]4[CH:41]=[C:35]5[CH2:36][N:37]([CH3:40])[CH2:38][CH2:39][N:34]5[N:33]=4)[C:28](=[O:42])[N:27]([CH3:43])[CH:26]=3)[CH:22]=[CH:23][N:24]=1)[N:9]=[CH:8]2)([CH3:4])([CH3:2])[CH3:3] |f:1.2,3.4|. Procedure: To a solution of 128e (158 mg, 0.27 mmol) in methanol/dichloromethane (5/5 mL) was added NaBH4 (31 mg, 0.82 mmol) at room temperature. After the reaction was stirred for 1 h, LCMS indicated the reaction was complete. The reaction was quenched with water (10 mL) and concentrated under reduced pressure. The residue was extracted with dichloromethane (3×20 mL). The combined organic layer was washed with brine (30 mL), dried over Na2SO4, filtered, and concentrated under reduced pressure. The residue... The reactants are Cc1ccc(S(=O)(=O)OCC2COc3c(Cl)cc(S(C)(=O)=O)cc3O2)cc1, CC(C)N. The product is CC(C)NCC1COc2c(Cl)cc(S(C)(=O)=O)cc2O1. As a reaction SMILES: [CH3:1][c:2]1[cH:3][cH:4][c:5]([S:6]([O:7][CH2:12][CH:13]2[CH2:14][O:15][c:16]3[c:17]([cH:19][c:20]([S:24](=[O:25])(=[O:26])[CH3:27])[cH:21][c:22]3[Cl:23])[O:18]2)(=[O:8])=[O:9])[cH:10][cH:11]1.[CH3:28][CH:29]([CH3:30])[NH2:31]>>[CH2:12]([CH:13]1[CH2:14][O:15][c:16]2[c:17]([cH:19][c:20]([S:24](=[O:25])(=[O:26])[CH3:27])[cH:21][c:22]2[Cl:23])[O:18]1)[NH:31][CH:29]([CH3:28])[CH3:30]. Starting materials: ClC1=CC=C(S1)C(=O)O (5-chloro-thiophene-2-carboxylic acid), C(C1=CC=CC=C1)N1CCN(CC1)NS(=O)(=O)CCN (2-amino-ethanesulfonic acid (4-benzyl-piperazin-1-yl)-amide). Yields the product C(C1=CC=CC=C1)N1CCN(CC1)NS(=O)(=O)CCNC(=O)C=1SC(=CC1)Cl (5-chloro-thiophene-2-carboxylic acid [2-(4-benzyl-piperazin-1-ylsulfamoyl)-ethyl]-amide). RXN SMILES: [Cl:1][C:2]1[S:6][C:5]([C:7]([OH:9])=O)=[CH:4][CH:3]=1.[CH2:10]([N:17]1[CH2:22][CH2:21][N:20]([NH:23][S:24]([CH2:27][CH2:28][NH2:29])(=[O:26])=[O:25])[CH2:19][CH2:18]1)[C:11]1[CH:16]=[CH:15][CH:14]=[CH:13][CH:12]=1>>[CH2:10]([N:17]1[CH2:18][CH2:19][N:20]([NH:23][S:24]([CH2:27][CH2:28][NH:29][C:7]([C:5]2[S:6][C:2]([Cl:1])=[CH:3][CH:4]=2)=[O:9])(=[O:26])=[O:25])[CH2:21][CH2:22]1)[C:11]1[CH:12]=[CH:13][CH:14]=[CH:15][CH:16]=1. Procedure details: 5-Chloro-thiophene-2-carboxylic acid [2-(4-benzyl-piperazin-1-ylsulfamoyl)-ethyl]-amide was prepared by an analogous procedure as described in example 5 iii) starting from 100 mg (1 equiv.) 5-chloro-thiophene-2-carboxylic acid and 183 mg (0.61 mmol) 2-amino-ethanesulfonic acid (4-benzyl-piperazin-1-yl)-amide. Final purification by preparative RP-HPLC (CH3CN/H2O gradient+0.1% TFA) gave pure 5-chloro-thiophene-2-carboxylic acid [2-(4-benzyl-piperazin-1-ylsulfamoyl)-ethyl]-amide. The title compound... Reactants: Cl.Cl.Cl.NCCCNCCCCNC(C(OC)NC(CCCNC(=N)N)=O)=O (N-[4-(3-aminopropyl)aminobutyl]-2-(4-guanidinobutanamido)-2-methoxyethanamide trihydrochloride), Cl.Cl.Cl.NCCCNCCCCNC(C(O)NC(CCCNC(=N)N)=O)=O (N-[4-(3-aminopropyl)aminobutyl]-2-(4-guanidinobutanamido)-2-hydroxyethanamide trihydrochloride), Cl.CO (hydrogen chloride methanol). Solvent: CO (methanol). Run at time 17 hour. The product is NCCCNCCCCNC(C(OC)NC(CCCNC(=N)N)=O)=O (N-[4-(3-aminopropyl)aminobutyl]-2-(4-guanidinobutanamido)-2-methoxyethanamide). Yield: 67.0%. Reaction SMILES: Cl.Cl.Cl.NCCCNCCCCNC(=O)C(NC(=O)CCCNC(N)=N)O.Cl.CO.Cl.Cl.Cl.[NH2:34][CH2:35][CH2:36][CH2:37][NH:38][CH2:39][CH2:40][CH2:41][CH2:42][NH:43][C:44](=[O:58])[CH:45]([NH:48][C:49](=[O:57])[CH2:50][CH2:51][CH2:52][NH:53][C:54]([NH2:56])=[NH:55])[O:46][CH3:47]>CO>[NH2:34][CH2:35][CH2:36][CH2:37][NH:38][CH2:39][CH2:40][CH2:41][CH2:42][NH:43][C:44](=[O:58])[CH:45]([NH:48][C:49](=[O:57])[CH2:50][CH2:51][CH2:52][NH:53][C:54]([NH2:56])=[NH:55])[O:46][CH3:47] |f:0.1.2.3,4.5,6.7.8.9|. Reported procedure: To a solution of 45.5 mg (0.10 mmole) of N-[4-(3-aminopropyl)aminobutyl]-2-(4-guanidinobutanamido)-2-hydroxyethanamide trihydrochloride in 1 ml of anhydrous methanol was added 0.1 ml of 2N hydrogen chloride-methanol. The mixture was stirred at room temperature for 17 hours. The reaction mixture was concentrated under reduced pressure and dissolved in 3 ml of water. The resulting solution was passed through a column (20 mm inner diameter) packed with 150 ml of CM-Sephadex® C-25 and fractionated b...